describe an organic reaction: reactants, conditions, products, and yield From a dataset of the Open Reaction Database (ORD), a public repository of structured organic reaction records. The reactants are C(C)(=O)O[BH-](OC(C)=O)OC(C)=O.[Na+] (sodium triacetoxyborohydride), C(C)(C)(C)[Si](OCC=O)(C)C ((tert-butyl-dimethyl-silanyloxy)-acetaldehyde), C(C)(=O)O (acetic acid), NC1=NC=CC(=C1)C(=O)C1=NC=C(C=C1NS(=O)(=O)C1=CC(=C(C=C1)C)C(F)(F)F)Cl (N-[2-(2-amino-pyridine-4-carbonyl)-5-chloro-pyridin-3-yl]-4-methyl-3-trifluoromethyl-benzenesulfonamide). The solvent is C(Cl)Cl (DCM). Run at time 1 hour. Yields the product C(C)(C)(C)[Si](OCCNC1=NC=CC(=C1)C(C1=NC=C(C=C1NS(=O)(=O)C1=CC(=C(C=C1)C)C(F)(F)F)Cl)O)(C)C (N-[2-({2-[2-(tert-butyl-dimethyl-silanyloxy)-ethylamino]-pyridin-4-yl}-hydroxy-methyl)-5-chloro-pyridin-3-yl]-4-methyl-3-trifluoromethyl-benzenesulfonamide). Reaction SMILES: [C:1]([Si:5]([CH3:11])([CH3:10])[O:6][CH2:7][CH:8]=O)([CH3:4])([CH3:3])[CH3:2].C(O)(=O)C.[NH2:16][C:17]1[CH:22]=[C:21]([C:23]([C:25]2[C:30]([NH:31][S:32]([C:35]3[CH:40]=[CH:39][C:38]([CH3:41])=[C:37]([C:42]([F:45])([F:44])[F:43])[CH:36]=3)(=[O:34])=[O:33])=[CH:29][C:28]([Cl:46])=[CH:27][N:26]=2)=[O:24])[CH:20]=[CH:19][N:18]=1.C(O[BH-](OC(=O)C)OC(=O)C)(=O)C.[Na+]>C(Cl)Cl>[C:1]([Si:5]([CH3:10])([CH3:11])[O:6][CH2:7][CH2:8][NH:16][C:17]1[CH:22]=[C:21]([CH:23]([OH:24])[C:25]2[C:30]([NH:31][S:32]([C:35]3[CH:40]=[CH:39][C:38]([CH3:41])=[C:37]([C:42]([F:45])([F:44])[F:43])[CH:36]=3)(=[O:34])=[O:33])=[CH:29][C:28]([Cl:46])=[CH:27][N:26]=2)[CH:20]=[CH:19][N:18]=1)([CH3:2])([CH3:3])[CH3:4] |f:3.4|. Procedure details: A mixture of (tert-butyl-dimethyl-silanyloxy)-acetaldehyde (177.7 mg, 1.02 mmol), acetic acid (0.051 mL, 0.85 mmol) and N-[2-(2-amino-pyridine-4-carbonyl)-5-chloro-pyridin-3-yl]-4-methyl-3-trifluoromethyl-benzenesulfonamide (400 mg, 0.85 mmol) in DCM (3 mL) was stirred at RT for 1 hour. To the mixture was added sodium triacetoxyborohydride (360.8 mg, 1.7 mmol), stirred overnight. The mixture was extracted with ethyl acetate, washed with water, dried and concentrated. The residue was purified by ... Reactants: O=C([O-])[O-], C=CCOc1cc(O)c2c(c1)OC(C)(C)CC2=O, CN(C)C=O, CCOC(C)=O, CI, [K+], [K+]. Yields the product C=CCOc1cc(OC)c2c(c1)OC(C)(C)CC2=O. RXN SMILES: [C:19](=[O:20])([O-:21])[O-:22].[CH2:1]([CH:2]=[CH2:3])[O:4][c:5]1[cH:6][c:7]([OH:18])[c:8]2[c:13]([cH:14]1)[O:12][C:11]([CH3:15])([CH3:16])[CH2:10][C:9]2=[O:17].[CH3:27][N:28]([CH3:29])[CH:30]=[O:31].[CH3:32][CH2:33][O:34][C:35](=[O:36])[CH3:37].[I:25][CH3:26].[K+:23].[K+:24]>>[CH2:1]([CH:2]=[CH2:3])[O:4][c:5]1[cH:6][c:7]([O:18][CH3:19])[c:8]2[c:13]([cH:14]1)[O:12][C:11]([CH3:15])([CH3:16])[CH2:10][C:9]2=[O:17].